From a dataset of the Open Reaction Database (ORD), a public repository of structured organic reaction records. describe an organic reaction: reactants, conditions, products, and yield Yields the product CCOC(=O)Cc1nc[nH]n1. The reactants are CCO, CCOC(=O)Cc1n[nH]c(S)n1. As a reaction SMILES: [CH3:13][CH2:14][OH:15].[SH:1][c:2]1[n:3][c:4]([CH2:7][C:8](=[O:9])[O:10][CH2:11][CH3:12])[n:5][nH:6]1>>[cH:2]1[n:3][c:4]([CH2:7][C:8](=[O:9])[O:10][CH2:11][CH3:12])[n:5][nH:6]1. Reactants: C(C)(C)(C)OC(=O)N[C@H](C[C@H]1[C@@H](N(C(O1)(C)C)C(=O)OCC1=CC=CC=C1)CC1=CC=C(C=C1)C1=NC=CC(=C1)C)CC1=CC=CC=C1 (benzyl(4S,5S)-5-{(2S)-2-[(tert-butoxycarbonyl)amino]-3-phenylpropyl}-2,2-dimethyl-4-[4-(4-methyl-2-pyridinyl)benzyl]-1,3-oxazolidine-3-carboxylate), CO (methanol), Cl (HCl). Run in C1CCOC1 (THF). Conditions: temperature 50 celsius, time 16 hour. Product: N[C@H](C[C@@H]([C@H](CC1=CC=C(C=C1)C1=NC=CC(=C1)C)NC(OCC1=CC=CC=C1)=O)O)CC1=CC=CC=C1 (benzyl(1S,2S,4S)-4-amino-2-hydroxy-1-[4-(4-methyl-2-pyridinyl)benzyl]-5-phenylpentylcarbamate), hydrochloride salt. Reaction SMILES: C(OC([NH:8][C@@H:9]([CH2:42][C:43]1[CH:48]=[CH:47][CH:46]=[CH:45][CH:44]=1)[CH2:10][C@@H:11]1[O:15]C(C)(C)[N:13]([C:18]([O:20][CH2:21][C:22]2[CH:27]=[CH:26][CH:25]=[CH:24][CH:23]=2)=[O:19])[C@H:12]1[CH2:28][C:29]1[CH:34]=[CH:33][C:32]([C:35]2[CH:40]=[C:39]([CH3:41])[CH:38]=[CH:37][N:36]=2)=[CH:31][CH:30]=1)=O)(C)(C)C.CO.Cl>C1COCC1>[NH2:8][C@@H:9]([CH2:42][C:43]1[CH:44]=[CH:45][CH:46]=[CH:47][CH:48]=1)[CH2:10][C@H:11]([OH:15])[C@@H:12]([NH:13][C:18](=[O:19])[O:20][CH2:21][C:22]1[CH:23]=[CH:24][CH:25]=[CH:26][CH:27]=1)[CH2:28][C:29]1[CH:30]=[CH:31][C:32]([C:35]2[CH:40]=[C:39]([CH3:41])[CH:38]=[CH:37][N:36]=2)=[CH:33][CH:34]=1. Procedure: A solution containing the product from Example 80B (0.065 g, 0.100 mmol) in a mixture of THF (0.3 mL), methanol (0.3 mL), and aqueous HCl (0.5 mL, 1 N) was stirred at 50° C. for 16 hours. The solvent was removed under reduced pressure to give the title compound as the hydrochloride salt, which was used without further purification. Starting materials: ClC1=NC=CC(=N1)C1=C(N=C2N1C=CC=C2)C=2C=CC(=C(C(=O)NC1=C(C=CC=C1F)F)C2)OC (5-[3-(2-chloro-4-pyrimidinyl)imidazo[1,2-a]pyridin-2-yl]-N-(2,6-difluorophenyl)-2-(methyloxy)benzamide), FCCN1CCC(CC1)C1=CC(=C(N)C=C1)OC (4-[1-(2-fluoroethyl)-4-piperidinyl]-2-(methyloxy)aniline), O.C1(=CC=C(C=C1)S(=O)(=O)O)C (p-toluenesulfonic acid monohydrate). Run in CC(C)O (iPrOH). Run at temperature 175 celsius, time 3 day. Yields the product FC1=C(C(=CC=C1)F)NC(C1=C(C=CC(=C1)C=1N=C2N(C=CC=C2)C1C1=NC(=NC=C1)NC1=C(C=C(C=C1)C1CCN(CC1)CCF)OC)OC)=O (N-(2,6-difluorophenyl)-5-[3-(2-{[4-[1-(2-fluoroethyl)-4-piperidinyl]-2-(methyloxy)-phenyl]amino}-4-pyrimidinyl)imidazo[1,2-a]pyridin-2-yl]-2-(methyloxy)benzamide), solid. Isolated yield 6.6%. As a reaction SMILES: Cl[C:2]1[N:7]=[C:6]([C:8]2[N:12]3[CH:13]=[CH:14][CH:15]=[CH:16][C:11]3=[N:10][C:9]=2[C:17]2[CH:18]=[CH:19][C:20]([O:34][CH3:35])=[C:21]([CH:33]=2)[C:22]([NH:24][C:25]2[C:30]([F:31])=[CH:29][CH:28]=[CH:27][C:26]=2[F:32])=[O:23])[CH:5]=[CH:4][N:3]=1.[F:36][CH2:37][CH2:38][N:39]1[CH2:44][CH2:43][CH:42]([C:45]2[CH:51]=[CH:50][C:48]([NH2:49])=[C:47]([O:52][CH3:53])[CH:46]=2)[CH2:41][CH2:40]1.O.C1(C)C=CC(S(O)(=O)=O)=CC=1>CC(O)C>[F:32][C:26]1[CH:27]=[CH:28][CH:29]=[C:30]([F:31])[C:25]=1[NH:24][C:22](=[O:23])[C:21]1[CH:33]=[C:17]([C:9]2[N:10]=[C:11]3[CH:16]=[CH:15][CH:14]=[CH:13][N:12]3[C:8]=2[C:6]2[CH:5]=[CH:4][N:3]=[C:2]([NH:49][C:48]3[CH:50]=[CH:51][C:45]([CH:42]4[CH2:41][CH2:40][N:39]([CH2:38][CH2:37][F:36])[CH2:44][CH2:43]4)=[CH:46][C:47]=3[O:52][CH3:53])[N:7]=2)[CH:18]=[CH:19][C:20]=1[O:34][CH3:35] |f:2.3|. Procedure: To 5-[3-(2-chloro-4-pyrimidinyl)imidazo[1,2-a]pyridin-2-yl]-N-(2,6-difluorophenyl)-2-(methyloxy)benzamide (Intermediate Example 2) (238 mg, 0.50 mmol) and 4-[1-(2-fluoroethyl)-4-piperidinyl]-2-(methyloxy)aniline (140 mg, 0.50 mmol) in iPrOH (1 mL) in a microwave vial was added p-toluenesulfonic acid monohydrate (190 mg, 1.0 mmol). The reaction was heated in a microwave at 175° C. for 1000 seconds. After cooling to rt the material was transferred to another flask, rinsing with a solution of DCM/M... Reactants: COC(=O)C(COS(=O)(=O)c1ccc(C)cc1)NC(=O)OC(C)(C)C, CN(C)C=O, Fc1ccc(S)cc1, [H-], [Na+]. The product is COC(=O)C(CSc1ccc(F)cc1)NC(=O)OC(C)(C)C. Reaction SMILES: [CH3:11][O:12][C:13]([CH:14]([CH2:15][O:16][S:17]([c:18]1[cH:19][cH:20][c:21]([CH3:22])[cH:23][cH:24]1)(=[O:25])=[O:26])[NH:27][C:28](=[O:29])[O:30][C:31]([CH3:32])([CH3:33])[CH3:34])=[O:35].[CH:36]([N:37]([CH3:38])[CH3:39])=[O:40].[F:1][c:2]1[cH:3][cH:4][c:5]([SH:8])[cH:6][cH:7]1.[H-:9].[Na+:10]>>[F:1][c:2]1[cH:3][cH:4][c:5]([S:8][CH2:15][CH:14]([C:13]([O:12][CH3:11])=[O:35])[NH:27][C:28](=[O:29])[O:30][C:31]([CH3:32])([CH3:33])[CH3:34])[cH:6][cH:7]1. Starting materials: anhydride, ClC=1C(=C(C=NO)C=C(C1)N=NC1=CC(=CC=C1)S(=O)(=O)F)O (3-Chloro-5-(3-fluorosulfonylphenylazo)-2-hydroxybenzaldehyde oxime), C(C)(=O)OC(C)=O (acetic anhydride), C(C)(=O)[O-].[Na+] (Sodium acetate). Run in O (water). Conditions: temperature 95 celsius. Product: C(C)(=O)OC1=C(C=C(C=C1C#N)N=NC1=CC(=CC=C1)S(=O)(=O)F)Cl (2-Chloro-6-cyano-4-(3-fluorosulfonylphenylazo)phenyl acetate). RXN SMILES: [Cl:1][C:2]1[C:3]([OH:23])=[C:4]([CH:8]=[C:9]([N:11]=[N:12][C:13]2[CH:18]=[CH:17][CH:16]=[C:15]([S:19]([F:22])(=[O:21])=[O:20])[CH:14]=2)[CH:10]=1)[CH:5]=[N:6]O.[C:24](OC(=O)C)(=[O:26])[CH3:25].C([O-])(=O)C.[Na+]>O>[C:24]([O:23][C:3]1[C:4]([C:5]#[N:6])=[CH:8][C:9]([N:11]=[N:12][C:13]2[CH:18]=[CH:17][CH:16]=[C:15]([S:19]([F:22])(=[O:21])=[O:20])[CH:14]=2)=[CH:10][C:2]=1[Cl:1])(=[O:26])[CH3:25] |f:2.3|. Procedure: 3-Chloro-5-(3-fluorosulfonylphenylazo)-2-hydroxybenzaldehyde oxime (22.5 g, 0.063 mol) was added to 150 ml acetic anhydride and heated to 95° C. Sodium acetate (3.0 g) was added. After 21/2 hours, the reaction mixture was poured into 750 ml water and stirred at room temperature until anhydride fully hydrolysed. The resulting precipitate was filtered off. The solids which became gummy on standing were dissolved in 75 ml chloroform and poured onto a silica gel column. Elution with 10% hexane in ch...